This data is from the Open Reaction Database (ORD), a public repository of structured organic reaction records. The task is: describe an organic reaction: reactants, conditions, products, and yield The product is CN1C(C(C(C1=O)C1=CNC2=CC=C(C=C12)C)C1=CNC2=CC=C(C=C12)C)=O (1-methyl-3,4-bis(5-methyl-1H-indol-3-yl)-2,5-dioxopyrrolodine). RXN SMILES: [CH3:1][N:2]1[C:6](=[O:7])[C:5]([C:8]2[C:16]3[C:11](=[CH:12][CH:13]=[C:14]([CH3:17])[CH:15]=3)[NH:10][CH:9]=2)=[C:4]([C:18]2[C:26]3[C:21](=[CH:22][CH:23]=[C:24]([CH3:27])[CH:25]=3)[NH:20][CH:19]=2)[C:3]1=[O:28]>CN(C=O)C.[C].[Pd]>[CH3:1][N:2]1[C:3](=[O:28])[CH:4]([C:18]2[C:26]3[C:21](=[CH:22][CH:23]=[C:24]([CH3:27])[CH:25]=3)[NH:20][CH:19]=2)[CH:5]([C:8]2[C:16]3[C:11](=[CH:12][CH:13]=[C:14]([CH3:17])[CH:15]=3)[NH:10][CH:9]=2)[C:6]1=[O:7] |f:2.3|. Conditions: time 1 day. The reagents and catalysts are [C].[Pd] (palladium-carbon). Procedure: To a solution of N-methyl-2,3-bis(5-methyl-1H-indol-3-yl)maleimide (150 mg, 0.41 mmol) in DMF (3 mL) was added a small amount of 10% palladium-carbon, and the whole was stirred at room temperature for 1 day under hydrogen atmosphere. The palladium-carbon was removed by filtration, and the filtrate was concentrated under reduced pressure. The residue was purified by column chromatography over silica gel (ethyl acetate:n-hexane=2:1) to obtain 1-methyl-3,4-bis(5-methyl-1H-indol-3-yl)-2,5-dioxopyrro... Solvent: CN(C)C=O (DMF). Reactants: CN1C(C(=C(C1=O)C1=CNC2=CC=C(C=C12)C)C1=CNC2=CC=C(C=C12)C)=O (N-methyl-2,3-bis(5-methyl-1H-indol-3-yl)maleimide). The yield is 71.6%. Reactants: C(C)OC(COC1=C2CCC3=C(N=C(S3)S)C2=CC=C1)=O (ethyl[(2-mercapto-4,5-dihydronaphtho[1,2-d]thiazol-6-yl)oxy]acetate), BrC(CC1=CC=CC=C1)C1=CC=CC=C1 (1-bromo-1,2-diphenylethane). Yields the product C1(=CC=CC=C1)C(CC1=CC=CC=C1)SC=1SC2=C(N1)C1=CC=CC(=C1CC2)OCC(=O)O ([(2-(1,2-Diphenylethyl)thio-4,5-dihydronaphtho[1,2-d]thiazol-6-yl)oxy]acetic Acid). The yield is 41.0%. Reaction SMILES: C([O:3][C:4](=[O:21])[CH2:5][O:6][C:7]1[CH:20]=[CH:19][CH:18]=[C:17]2[C:8]=1[CH2:9][CH2:10][C:11]1[S:15][C:14]([SH:16])=[N:13][C:12]=12)C.Br[CH:23]([C:31]1[CH:36]=[CH:35][CH:34]=[CH:33][CH:32]=1)[CH2:24][C:25]1[CH:30]=[CH:29][CH:28]=[CH:27][CH:26]=1>>[C:25]1([CH:24]([S:16][C:14]2[S:15][C:11]3[CH2:10][CH2:9][C:8]4[C:17](=[CH:18][CH:19]=[CH:20][C:7]=4[O:6][CH2:5][C:4]([OH:3])=[O:21])[C:12]=3[N:13]=2)[CH2:23][C:31]2[CH:32]=[CH:33][CH:34]=[CH:35][CH:36]=2)[CH:30]=[CH:29][CH:28]=[CH:27][CH:26]=1. Reported procedure: Using ethyl[(2-mercapto-4,5-dihydronaphtho[1,2-d]thiazol-6-yl)oxy]acetate and 1-bromo-1,2-diphenylethane, the procedure of Example 1 was otherwise repeated to synthesize the title compound. Yield 41%. The reactants are Cl (hydrochloric acid), Cl (hydrochloric acid), [OH-].[Na+] (sodium hydroxide), C(C)OC=1C=C(C=CC1OCC)C=1SC=C(N1)C1=CC(=C(C(=C1)CNC)OCOC)C(=O)OC (2-(3,4-diethoxyphenyl)-4-(3-methoxycarbonyl-4-methoxymethoxy-5-methylaminomethylphenyl)thiazole). The solvent is CO (methanol). Run at temperature 60 celsius, time 30 minute. Yields the product C(C)OC=1C=C(C=CC1OCC)C=1SC=C(N1)C1=CC(=C(C(=C1)CNC)O)C(=O)O (3,4-diethoxyphenyl-4-(3-carboxy-4-hydroxy-5-methylaminomethylphenyl)thiazole). As a reaction SMILES: [CH2:1]([O:3][C:4]1[CH:5]=[C:6]([C:13]2[S:14][CH:15]=[C:16]([C:18]3[CH:23]=[C:22]([CH2:24][NH:25][CH3:26])[C:21]([O:27]COC)=[C:20]([C:31]([O:33]C)=[O:32])[CH:19]=3)[N:17]=2)[CH:7]=[CH:8][C:9]=1[O:10][CH2:11][CH3:12])[CH3:2].Cl.[OH-].[Na+]>CO>[CH2:1]([O:3][C:4]1[CH:5]=[C:6]([C:13]2[S:14][CH:15]=[C:16]([C:18]3[CH:23]=[C:22]([CH2:24][NH:25][CH3:26])[C:21]([OH:27])=[C:20]([C:31]([OH:33])=[O:32])[CH:19]=3)[N:17]=2)[CH:7]=[CH:8][C:9]=1[O:10][CH2:11][CH3:12])[CH3:2] |f:2.3|. Procedure details: In 20 ml of methanol was dissolved 150 mg of 2-(3,4-diethoxyphenyl)-4-(3-methoxycarbonyl-4-methoxymethoxy-5-methylaminomethylphenyl)thiazole. Thereto was added 0.2 ml of 10% hydrochloric acid. The mixture was stirred at 60° C. for 30 minutes. 2 ml of 10% sodium hydroxide was added, and the mixture was refluxed for 1 hour with heating. The reaction mixture was made neutral with 10% hydrochloric acid and the solvent was removed by distillation. The residue was mixed with ethanol. The insoluble was... Starting materials: C(C1=CC=CC=C1)OCC[C@@H](C(=O)NN1C(=C(C=C1)Br)C(=O)OC)NC(=O)OC(C)(C)C ((S)-methyl 1-(4-(benzyloxy)-2-(tert-butoxycarbonylamino)butanamido)-3-bromo-1H-pyrrole-2-carboxylate), FC=1C=C(N)C=C(C1)F (3,5-difluoroaniline), 44a. Yields the product C(C1=CC=CC=C1)OCC[C@@H](C(=O)NN1C(=C(C=C1)Br)C(NC1=CC(=CC(=C1)F)F)=O)NC(OC(C)(C)C)=O ((S)-tert-Butyl 4-(benzyloxy)-1-(3-bromo-2-(3,5-difluorophenylcarbamoyl)-1H-pyrrol-1-ylamino)-1-oxobutan-2-ylcarbamate). The yield is 67.5%. Reaction SMILES: [CH2:1]([O:8][CH2:9][CH2:10][C@H:11]([NH:25][C:26]([O:28][C:29]([CH3:32])([CH3:31])[CH3:30])=[O:27])[C:12]([NH:14][N:15]1[CH:19]=[CH:18][C:17]([Br:20])=[C:16]1[C:21]([O:23]C)=O)=[O:13])[C:2]1[CH:7]=[CH:6][CH:5]=[CH:4][CH:3]=1.[F:33][C:34]1[CH:35]=[C:36]([CH:38]=[C:39]([F:41])[CH:40]=1)[NH2:37]>>[CH2:1]([O:8][CH2:9][CH2:10][C@H:11]([NH:25][C:26](=[O:27])[O:28][C:29]([CH3:30])([CH3:32])[CH3:31])[C:12]([NH:14][N:15]1[CH:19]=[CH:18][C:17]([Br:20])=[C:16]1[C:21](=[O:23])[NH:37][C:36]1[CH:35]=[C:34]([F:33])[CH:40]=[C:39]([F:41])[CH:38]=1)=[O:13])[C:2]1[CH:7]=[CH:6][CH:5]=[CH:4][CH:3]=1. Procedure: The title compound was prepared from (S)-methyl 1-(4-(benzyloxy)-2-(tert-butoxycarbonylamino)butanamido)-3-bromo-1H-pyrrole-2-carboxylate (4.0 g, 7.8 mmol) and 3,5-difluoroaniline (5.1 g, 39.0 mmol) following the experimental procedure described in Preparation 44a. 3.2 g (66% yield) of the desired compound were obtained.